This data is from the Open Reaction Database (ORD), a public repository of structured organic reaction records. The task is: describe an organic reaction: reactants, conditions, products, and yield Starting materials: ClC(C#N)=CSC1=NC=CC=N1 (2-chloro-3-(2-pyrimidyl)thio-2-propenenitrile), O1CCCC1 (tetrahydrofuran), O (water), [OH-].[Na+] (sodium hydroxide). Run in [Na+].[Cl-] (NaCl). Reaction conditions: time 1 hour. The product is N1=C(N=CC=C1)SC#CC#N (3-(2-Pyrimidyl)Thio-2-Propynenitrile). Yield: 44.3%. RXN SMILES: Cl[C:2](=[CH:5][S:6][C:7]1[N:12]=[CH:11][CH:10]=[CH:9][N:8]=1)[C:3]#[N:4].O1CCCC1.O.[OH-].[Na+]>[Na+].[Cl-]>[N:8]1[CH:9]=[CH:10][CH:11]=[N:12][C:7]=1[S:6][C:5]#[C:2][C:3]#[N:4] |f:3.4,5.6|. Procedure details: Into a 250 ml reaction flask is added 2-chloro-3-(2-pyrimidyl)thio-2-propenenitrile (1.5 g, 0.007 moles), tetrahydrofuran (35 ml) and water (35 ml). The mixture is stirred at zero degree Celsius until the solid is completely dissolved and then aqueous sodium hydroxide solution (7.5 ml 1N NaOH, 0.0075 moles, diluted with 50 ml water) is added slowly with stirring at such a rate so as to maintain the reaction pH below 11. The resultant reddish brown solution is stirred at zero degree Celsius for t...